This data is from the Open Reaction Database (ORD), a public repository of structured organic reaction records. The task is: describe an organic reaction: reactants, conditions, products, and yield The reactants are C(C=C)OC(=O)N1[C@@H](C[C@@H](C1)SC1=C(N2C([C@@H]([C@H]2[C@H]1C)[C@@H](C)O)=O)C(=O)OCC=C)CCN1C=NC=C1CO (allyl (4R,5S,6S)-3-[(2R,4S)-1-allyloxycarbonyl-2-{2-(5-hydroxymethylimidazol-1-yl)ethyl}pyrrolidin-4-yl]thio-6-[(1R)-1-hydroxyethyl]-4-methyl-7-oxo-1-azabicyclo [3.2.0]hept-2-ene-2-carboxylate), CI (methyl iodide). Solvent: CC(=O)C (acetone). Reaction conditions: time 12 hour. Yields the product [I-].C(C=C)OC(=O)N1[C@@H](C[C@@H](C1)SC1=C(N2C([C@@H]([C@H]2[C@H]1C)[C@@H](C)O)=O)C(=O)OCC=C)CC[N+]1=CN(C=C1CO)C (allyl (4R,5S,6S)-3-[(2R,4S)-1-allyloxycarbonyl-2-{2-(5-hydroxymethyl-3-methyl-1-imidazolio)ethyl}pyrrolidin-4-yl]thio-6-[(1R)-1-hydroxyethyl]-4-methyl-7-oxo-1-azabicyclo[3.2.0]hept-2-ene-2-carboxylate iodide). RXN SMILES: [CH2:1]([O:4][C:5]([N:7]1[CH2:11][C@@H:10]([S:12][C:13]2[C@H:19]([CH3:20])[C@H:18]3[N:15]([C:16](=[O:24])[C@@H:17]3[C@H:21]([OH:23])[CH3:22])[C:14]=2[C:25]([O:27][CH2:28][CH:29]=[CH2:30])=[O:26])[CH2:9][C@H:8]1[CH2:31][CH2:32][N:33]1[C:37]([CH2:38][OH:39])=[CH:36][N:35]=[CH:34]1)=[O:6])[CH:2]=[CH2:3].[CH3:40][I:41]>CC(C)=O>[I-:41].[CH2:1]([O:4][C:5]([N:7]1[CH2:11][C@@H:10]([S:12][C:13]2[C@H:19]([CH3:20])[C@H:18]3[N:15]([C:16](=[O:24])[C@@H:17]3[C@H:21]([OH:23])[CH3:22])[C:14]=2[C:25]([O:27][CH2:28][CH:29]=[CH2:30])=[O:26])[CH2:9][C@H:8]1[CH2:31][CH2:32][N+:33]1[C:37]([CH2:38][OH:39])=[CH:36][N:35]([CH3:40])[CH:34]=1)=[O:6])[CH:2]=[CH2:3] |f:3.4|. Procedure: To a solution of allyl (4R,5S,6S)-3-[(2R,4S)-1-allyloxycarbonyl-2-{2-(5-hydroxymethylimidazol-1-yl)ethyl}pyrrolidin-4-yl]thio-6-[(1R)-1-hydroxyethyl]-4-methyl-7-oxo-1-azabicyclo [3.2.0]hept-2-ene-2-carboxylate (790 mg) in acetone (4.0 ml) was added methyl iodide (0.88 ml) at room temperature and the solution was allowed to stand for 12 hours. The solvent was evaporated to give allyl (4R,5S,6S)-3-[(2R,4S)-1-allyloxycarbonyl-2-{2-(5-hydroxymethyl-3-methyl-1-imidazolio)ethyl}pyrrolidin-4-yl]thio-6-...